This data is from the Open Reaction Database (ORD), a public repository of structured organic reaction records. The task is: describe an organic reaction: reactants, conditions, products, and yield Starting materials: CCC1(O)CCCNC1, CCCSC1=NC(=O)C(=Cc2ccc3c(cnn3Cc3ccc(Cl)cc3C(F)(F)F)c2)S1. Yields the product CCC1(O)CCCN(C2=NC(=O)C(=Cc3ccc4c(cnn4Cc4ccc(Cl)cc4C(F)(F)F)c3)S2)C1. As a reaction SMILES: [CH2:33]([CH3:34])[C:35]1([OH:41])[CH2:36][NH:37][CH2:38][CH2:39][CH2:40]1.[Cl:1][c:2]1[cH:3][c:4]([C:29]([F:30])([F:31])[F:32])[c:5]([CH2:6][n:7]2[n:8][cH:9][c:10]3[cH:11][c:12]([CH:16]=[C:17]4[C:18](=[O:26])[N:19]=[C:20]([S:22][CH2:23][CH2:24][CH3:25])[S:21]4)[cH:13][cH:14][c:15]23)[cH:27][cH:28]1>>[Cl:1][c:2]1[cH:3][c:4]([C:29]([F:30])([F:31])[F:32])[c:5]([CH2:6][n:7]2[n:8][cH:9][c:10]3[cH:11][c:12]([CH:16]=[C:17]4[C:18](=[O:26])[N:19]=[C:20]([N:37]5[CH2:36][C:35]([CH2:33][CH3:34])([OH:41])[CH2:40][CH2:39][CH2:38]5)[S:21]4)[cH:13][cH:14][c:15]23)[cH:27][cH:28]1.